From a dataset of the Open Reaction Database (ORD), a public repository of structured organic reaction records. describe an organic reaction: reactants, conditions, products, and yield The reactants are C1CCNCC1, COC(=O)CC#N, CO, COc1cc(C=O)c([N+](=O)[O-])cc1OC. The product is COC(=O)C(C#N)=Cc1cc(OC)c(OC)cc1[N+](=O)[O-]. Reaction SMILES: [CH2:23]1[CH2:24][CH2:25][NH:26][CH2:27][CH2:28]1.[CH3:16][O:17][C:18](=[O:19])[CH2:20][C:21]#[N:22].[CH3:29][OH:30].[N+:1](=[O:2])([O-:3])[c:4]1[cH:5][c:6]([O:14][CH3:15])[c:7]([O:12][CH3:13])[cH:8][c:9]1[CH:10]=[O:11]>>[N+:1](=[O:2])([O-:3])[c:4]1[cH:5][c:6]([O:14][CH3:15])[c:7]([O:12][CH3:13])[cH:8][c:9]1[CH:10]=[C:20]([C:18]([O:17][CH3:16])=[O:19])[C:21]#[N:22]. The reactants are Compound 17, ClC1=NSN=C1C=1CN(CCC1)C (3-(3-chloro-1,2,5-thiadiazol-4-yl)-1,2,5,6-tetrahydro-1-methylpyridine), ClC(C)OC(=O)Cl (1-chloroethyl-chloroformate). Run in ClCCCl (1,2-dichloroethane), ClCCCl (1,2-dichloroethane). Run at temperature 40 celsius. Yields the product Cl.ClC1=NSN=C1C=1CNCCC1 (3-(3-Chloro-1,2,5-thiadiazol-4-yl)-1,2,5,6-tetrahydropyridine hydrochloride). Reaction SMILES: [Cl:1][C:2]1[C:6]([C:7]2[CH2:8][N:9](C)[CH2:10][CH2:11][CH:12]=2)=[N:5][S:4][N:3]=1.ClC(OC(Cl)=O)C>ClCCCl>[ClH:1].[Cl:1][C:2]1[C:6]([C:7]2[CH2:8][NH:9][CH2:10][CH2:11][CH:12]=2)=[N:5][S:4][N:3]=1 |f:3.4|. Reported procedure: To a solution of 3-(3-chloro-1,2,5-thiadiazol-4-yl)-1,2,5,6-tetrahydro-1-methylpyridine (670 mg, 3.1 mmol) in 1,2-dichloroethane (20 ml) was added a solution of 1-chloroethyl-chloroformate (440 mg, 3.1 mmol) in 1,2-dichloroethane at 0° C. The reaction mixture was heated to 40° C. for 2 h and evaporated. The residue was dissolved in methanol and heated to reflux for 1 h. After cooling to room temperature the precipitate was collected by filtration to yield 320 mg (41%). (M.p. 224° C.; M+ : 201 an... Reactants: C1(=CC=CC=C1)CC(=O)Cl (Phenyl acetyl chloride), NC=1C=C(C=CC1O)C(C#N)C (2-(3-amino-4-hydroxyphenyl) propionitrile). Run in N1=CC=CC=C1 (pyridine). Conditions: temperature 100 celsius. The product is C1(=CC=CC=C1)CC(=O)NC=1C=C(C=CC1O)C(C#N)C (2-(3-phenylacetamido-4-hydroxyphenyl)propionitrile). Reaction SMILES: [C:1]1([CH2:7][C:8](Cl)=[O:9])[CH:6]=[CH:5][CH:4]=[CH:3][CH:2]=1.[NH2:11][C:12]1[CH:13]=[C:14]([CH:19]([CH3:22])[C:20]#[N:21])[CH:15]=[CH:16][C:17]=1[OH:18]>N1C=CC=CC=1>[C:1]1([CH2:7][C:8]([NH:11][C:12]2[CH:13]=[C:14]([CH:19]([CH3:22])[C:20]#[N:21])[CH:15]=[CH:16][C:17]=2[OH:18])=[O:9])[CH:6]=[CH:5][CH:4]=[CH:3][CH:2]=1. Procedure: Phenyl acetyl chloride (28.0 g.) was added over 20 minutes to a cooled stirred solution of 2-(3-amino-4-hydroxyphenyl) propionitrile (29.0 g.) in anhydrous pyridine (200 ml.) at 0°-3° C. After addition was complete, the mixture was heated at 100° C. for 1 hour. After evaporation under reduced pressure, 2-(3-phenylacetamido-4-hydroxyphenyl)propionitrile was isolated as an oil. RXN SMILES: [C:39]([OH:40])([CH3:41])([CH3:42])[CH3:43].[CH2:1]([c:2]1[cH:3][cH:4][cH:5][cH:6][cH:7]1)[n:8]1[c:9]([CH:21]([CH3:22])[CH3:23])[c:10]([CH:19]=[O:20])[c:11]2[cH:12][cH:13][c:14]([O:17][CH3:18])[cH:15][c:16]12.[CH3:24][C:25](=[CH:26][CH3:27])[CH3:28].[CH3:44][C:45]#[N:46].[Cl+:35]([O-:36])[O-:37].[K+:34].[Na+:38].[OH2:47].[P:29](=[O:30])([O-:31])([OH:32])[OH:33]>>[CH2:1]([c:2]1[cH:3][cH:4][cH:5][cH:6][cH:7]1)[n:8]1[c:9]([CH:21]([CH3:22])[CH3:23])[c:10]([C:19](=[O:20])[OH:30])[c:11]2[cH:12][cH:13][c:14]([O:17][CH3:18])[cH:15][c:16]12. The reactants are CC(C)(C)O, COc1ccc2c(C=O)c(C(C)C)n(Cc3ccccc3)c2c1, CC=C(C)C, CC#N, [O-][Cl+][O-], [K+], [Na+], O, O=P([O-])(O)O. The product is COc1ccc2c(C(=O)O)c(C(C)C)n(Cc3ccccc3)c2c1. The product is COC(=O)C1=C(C=CC=C1)C1=C(C=CC(=C1)F)OCC(=O)N(NC(C1=CC=CC=C1)=O)C(C)C (benzoic acid N′-[2-(2′-methoxycarbonyl-5-fluoro-biphenyl-2-yloxy)-acetyl]-N′-isopropyl-hydrazide). Run in COCCOC (DME). The yield is 14.1%. RXN SMILES: Br[C:2]1[CH:24]=[C:23]([F:25])[CH:22]=[CH:21][C:3]=1[O:4][CH2:5][C:6]([N:8]([CH:18]([CH3:20])[CH3:19])[NH:9][C:10](=[O:17])[C:11]1[CH:16]=[CH:15][CH:14]=[CH:13][CH:12]=1)=[O:7].C([O-])([O-])=O.[Na+].[Na+].[CH3:32][O:33][C:34]([C:36]1[CH:41]=[CH:40][CH:39]=[CH:38][C:37]=1B(O)O)=[O:35]>COCCOC>[CH3:32][O:33][C:34]([C:36]1[CH:41]=[CH:40][CH:39]=[CH:38][C:37]=1[C:2]1[CH:24]=[C:23]([F:25])[CH:22]=[CH:21][C:3]=1[O:4][CH2:5][C:6]([N:8]([CH:18]([CH3:20])[CH3:19])[NH:9][C:10](=[O:17])[C:11]1[CH:16]=[CH:15][CH:14]=[CH:13][CH:12]=1)=[O:7])=[O:35] |f:1.2.3|. Procedure: A solution of benzoic acid N′-[2-(2-bromo-4-fluoro-phenoxy)-acetyl]-N′-isopropyl-hydrazide (50 mg, 0.122 mmol) in DME (3 ml)/2M Na2CO3 (0.215 ml, 0.427 mmol) was treated with 2-methoxycarbonylphenyl boronic acid (33 mg, 0.183 mmol) and Pd[PPh3]4 (27 mg, 0.0244 mmol) for 12 hours at 90° C. The reaction mixture was partitioned between water and ethyl acetate. The organic layer was washed with brine, dried over sodium sulfate, filtered, and concentrated. The crude was purified first on a silica gel... Reactants: BrC1=C(OCC(=O)N(NC(C2=CC=CC=C2)=O)C(C)C)C=CC(=C1)F (benzoic acid N′-[2-(2-bromo-4-fluoro-phenoxy)-acetyl]-N′-isopropyl-hydrazide), C(=O)([O-])[O-].[Na+].[Na+] (Na2CO3), COC(=O)C1=C(C=CC=C1)B(O)O (2-methoxycarbonylphenyl boronic acid), Pd[PPh3]4. As a reaction SMILES: [C:1]([CH3:2])([CH3:3])([CH3:4])[O:5][C:6]([CH2:7][O:8][c:9]1[cH:10][c:11]([F:43])[c:12]([NH:15][C:16]([CH:17]([CH:18]2[CH2:19][CH2:20][CH2:21][CH2:22][CH2:23]2)[n:24]2[c:25](-[c:35]3[cH:36][cH:37][c:38]([Cl:41])[cH:39][cH:40]3)[n:26][c:27]3[c:28]2[cH:29][c:30]([F:34])[c:31]([F:33])[cH:32]3)=[O:42])[cH:13][cH:14]1)=[O:44].[Cl:52][CH2:53][Cl:54].[OH:45][C:46]([C:47]([F:48])([F:49])[F:50])=[O:51]>>[O:5]=[C:6]([CH2:7][O:8][c:9]1[cH:10][c:11]([F:43])[c:12]([NH:15][C:16]([CH:17]([CH:18]2[CH2:19][CH2:20][CH2:21][CH2:22][CH2:23]2)[n:24]2[c:25](-[c:35]3[cH:36][cH:37][c:38]([Cl:41])[cH:39][cH:40]3)[n:26][c:27]3[c:28]2[cH:29][c:30]([F:34])[c:31]([F:33])[cH:32]3)=[O:42])[cH:13][cH:14]1)[OH:44]. The product is O=C(O)COc1ccc(NC(=O)C(C2CCCCC2)n2c(-c3ccc(Cl)cc3)nc3cc(F)c(F)cc32)c(F)c1. Reactants: CC(C)(C)OC(=O)COc1ccc(NC(=O)C(C2CCCCC2)n2c(-c3ccc(Cl)cc3)nc3cc(F)c(F)cc32)c(F)c1, ClCCl, O=C(O)C(F)(F)F. The reactants are BrC=1C(=NC=CC1)Br (dibromopyridine), C(CCCCCCC)C1=CC=C(C=C1)B(O)O (4-Octylphenylboronic acid), C([O-])([O-])=O.[Na+].[Na+] (sodium carbonate). The reagents and catalysts are C=1C=CC(=CC1)[P](C=2C=CC=CC2)(C=3C=CC=CC3)[Pd]([P](C=4C=CC=CC4)(C=5C=CC=CC5)C=6C=CC=CC6)([P](C=7C=CC=CC7)(C=8C=CC=CC8)C=9C=CC=CC9)[P](C=1C=CC=CC1)(C=1C=CC=CC1)C=1C=CC=CC1 (tetrakis(triphenylphosphine)palladium(0)). Run in C1(=CC=CC=C1)C (toluene). Conditions: temperature 100 celsius. Product: BrC=1C=CC(=NC1)C1=CC=C(C=C1)CCCCCCCC (5-Bromo-2-(4-octylphenyl)pyridine). Isolated yield 95.0%. Reaction SMILES: [Br:1][C:2]1[C:3](Br)=[N:4][CH:5]=[CH:6][CH:7]=1.[CH2:9]([C:17]1[CH:22]=[CH:21][C:20](B(O)O)=[CH:19][CH:18]=1)[CH2:10][CH2:11][CH2:12][CH2:13][CH2:14][CH2:15][CH3:16].C(=O)([O-])[O-].[Na+].[Na+]>C1C=CC([P]([Pd]([P](C2C=CC=CC=2)(C2C=CC=CC=2)C2C=CC=CC=2)([P](C2C=CC=CC=2)(C2C=CC=CC=2)C2C=CC=CC=2)[P](C2C=CC=CC=2)(C2C=CC=CC=2)C2C=CC=CC=2)(C2C=CC=CC=2)C2C=CC=CC=2)=CC=1.C1(C)C=CC=CC=1>[Br:1][C:2]1[CH:7]=[CH:6][C:5]([C:20]2[CH:19]=[CH:18][C:17]([CH2:9][CH2:10][CH2:11][CH2:12][CH2:13][CH2:14][CH2:15][CH3:16])=[CH:22][CH:21]=2)=[N:4][CH:3]=1 |f:2.3.4,^1:35,37,56,75|. Procedure: To a 1000 mL round bottom flask equipped with a stirbar was added dibromopyridine 7C (22.506 g), boronic acid 7B (22.356 g), tetrakis(triphenylphosphine)palladium(0) (3.294 g), saturated sodium carbonate solution (238 mL), and toluene (190 mL). A reflux condenser was attached and the reaction was heated at 100° C. for 24 hours. The cooled reaction mixture was extracted with 1:1 hexane:ethyl acetate, and the combined organic layers were washed with brine and dried over magnesium sulfate and the s... The reactants are C(C)OC(CN(C)C)OCC (2,2-diethoxy-N,N-dimethylethanamine), solution B, [OH-].[K+] (KOH), solution B, solution A, [Li+].[Cl-] (LiCl), Cl (HCl), solution A, ClC=1C=C(C=CC1OCC1=NC=CC=C1)NC=1C2=C(N=CN1)C=NC(=C2)NC(CP(OCC)(OCC)=O)=O (diethyl 2-(4-(3-chloro-4-(pyridin-2-ylmethoxy)phenylamino)pyrido[3,4-d]pyrimidin-6-ylamino)-2-oxoethylphosphonate). Run in O (water), O (water), CC(=O)N(C)C (DMA), O (water), C(Cl)Cl.CO (DCM MeOH), Petroleum ether. Reaction conditions: temperature 50 celsius, time 22 hour. Product: ClC=1C=C(NC=2C3=C(N=CN2)C=NC(=C3)NC(\C=C\CN(C)C)=O)C=CC1OCC1=NC=CC=C1 ((2E)-N-{4-[3-chloro-4-(2-pyridinylmethoxy)anilino]pyrido[3,4-d]pyrimidin-6-yl}-4-(dimethylamino)-2-butenamide). The yield is 83.4%. As a reaction SMILES: C(O[CH:4](OCC)[CH2:5][N:6]([CH3:8])[CH3:7])C.Cl.[OH-].[K+].[Cl:15][C:16]1[CH:17]=[C:18]([NH:30][C:31]2[C:32]3[CH:40]=[C:39]([NH:41][C:42](=[O:52])[CH2:43]P(=O)(OCC)OCC)[N:38]=[CH:37][C:33]=3[N:34]=[CH:35][N:36]=2)[CH:19]=[CH:20][C:21]=1[O:22][CH2:23][C:24]1[CH:29]=[CH:28][CH:27]=[CH:26][N:25]=1.[Li+].[Cl-]>O.C(Cl)Cl.CO.CC(N(C)C)=O>[Cl:15][C:16]1[CH:17]=[C:18]([CH:19]=[CH:20][C:21]=1[O:22][CH2:23][C:24]1[CH:29]=[CH:28][CH:27]=[CH:26][N:25]=1)[NH:30][C:31]1[C:32]2[CH:40]=[C:39]([NH:41][C:42](=[O:52])/[CH:43]=[CH:4]/[CH2:5][N:6]([CH3:8])[CH3:7])[N:38]=[CH:37][C:33]=2[N:34]=[CH:35][N:36]=1 |f:2.3,5.6,8.9|. Reported procedure: To a stirred mixture of 2,2-diethoxy-N,N-dimethylethanamine (1.76 g, 11.0 mmol) and water (1.8 mL) at room temperature and under a nitrogen atmosphere was added an aq. 37% HCl (1.84 mL, 21.9 mmol). After addition the mixture was stirred at 50° C. (bath) for 22 h. It was cooled to 0° C. (bath). This is called solution A. KOH (3.14 g, 56.1 mmol) was dissolved in water (9 mL) at room temperature under a nitrogen atmosphere. It was cooled to 0° C. (bath). This is called solution B. To a stirred hete... The reactants are ClC1=CC=C(C(C(=O)O)=C1)O (5-chlorosalicylic acid), C(C)(=O)OC(C)=O (acetic anhydride). The reagents and catalysts are S(O)(O)(=O)=O (sulfuric acid). The solvent is Cl (HCl). Reaction conditions: time 5 minute. The product is C(C)(=O)OC(C=1C(O)=CC=C(C1)Cl)=O (O-acetyl-5-chlorosalicylic acid). The yield is 96.7%. Reaction SMILES: [Cl:1][C:2]1[CH:10]=[C:6]([C:7]([OH:9])=[O:8])[C:5]([OH:11])=[CH:4][CH:3]=1.[C:12](OC(=O)C)(=[O:14])[CH3:13]>S(=O)(=O)(O)O.Cl>[C:12]([O:8][C:7](=[O:9])[C:6]1[C:5](=[CH:4][CH:3]=[C:2]([Cl:1])[CH:10]=1)[OH:11])(=[O:14])[CH3:13]. Reported procedure: 10 g (57.9 mmol) 5-chlorosalicylic acid was weighed in a 100-mL round-bottomed flask, followed by the addition of acetic anhydride (12.8 mL, 115.9 mmol). The mixture was stirred for 5 minutes before adding concentrated sulfuric acid (2 drops). The reaction was refluxed for 3 hours. Progress of the reaction was monitored by HPLC. The reaction mixture was cooled to room temperature and poured into a beaker containing 2N HCl (200 mL) to precipitate the product out. The product was collected via vac...